Dataset: the Open Reaction Database (ORD), a public repository of structured organic reaction records. Task: describe an organic reaction: reactants, conditions, products, and yield Reactants: O=C(O)c1ncccc1F, CC1(c2cc(N)ccc2F)N=C(N)OCC1(F)F. RXN SMILES: [F:19][c:20]1[c:21]([C:26](=[O:27])[OH:28])[n:22][cH:23][cH:24][cH:25]1.[NH2:1][c:2]1[cH:3][cH:4][c:5]([F:18])[c:6]([C:8]2([CH3:17])[N:9]=[C:10]([NH2:16])[O:11][CH2:12][C:13]2([F:14])[F:15])[cH:7]1>>[NH:1]([c:2]1[cH:3][cH:4][c:5]([F:18])[c:6]([C:8]2([CH3:17])[N:9]=[C:10]([NH2:16])[O:11][CH2:12][C:13]2([F:14])[F:15])[cH:7]1)[C:26]([c:21]1[c:20]([F:19])[cH:25][cH:24][cH:23][n:22]1)=[O:27]. The product is CC1(c2cc(NC(=O)c3ncccc3F)ccc2F)N=C(N)OCC1(F)F. Reported procedure: To a stirred solution (213 g., 0.08 m.) of 8-chloro-7-dimethylcarbamoylthioisoquinoline in 750 ml of methanol was slowly added 77 ml. of 10% aqueous sodium hydroxide under a nitrogen atmosphere. The resulting solution is refluxed 1.5 hours, cooled, concentrated at reduced pressure, diluted with 90 ml. of water and adjusted to pH 6-7 with glacial acetic acid. The resulting precipitate was collected by filtration, washed with cold water and dried to yield 8-chloro-7-mercaptoisoquinoline, m.p. 118°... Starting materials: ClC=1C(=CC=C2C=CN=CC12)SC(N(C)C)=O (8-chloro-7-dimethylcarbamoylthioisoquinoline), [OH-].[Na+] (sodium hydroxide). RXN SMILES: [Cl:1][C:2]1[C:3]([S:12]C(=O)N(C)C)=[CH:4][CH:5]=[C:6]2[C:11]=1[CH:10]=[N:9][CH:8]=[CH:7]2.[OH-].[Na+]>CO>[Cl:1][C:2]1[C:3]([SH:12])=[CH:4][CH:5]=[C:6]2[C:11]=1[CH:10]=[N:9][CH:8]=[CH:7]2 |f:1.2|. Product: ClC=1C(=CC=C2C=CN=CC12)S (8-chloro-7-mercaptoisoquinoline). Solvent: CO (methanol). Starting materials: ClC1=C(C=O)C=CC=C1 (2-chlorobenzaldehyde), NC1=CC(N(C(N1C)=O)C)=O (6-amino-1,3-dimethyl-2,4-dioxopyrimidine), CC=1N(C(=C(N1)C)C)CCOCC(CC(=O)OC)=O (methyl 4-[2-(2,4,5-trimethylimidazol-1-yl)ethoxy]-3-oxobutanoate). Yields the product ClC1=C(C=CC=C1)C1C(=C(NC=2N(C(N(C(C21)=O)C)=O)C)COCCN2C(=NC(=C2C)C)C)C(=O)OC (5-(2-Chlorophenyl)-6-methoxycarbonyl-1,3-dimethyl-7-[2-(2,4,5-trimethylimidazol-1-yl)ethoxymethyl]-1,2,3,4,5,8-hexahydro-2,4-dioxopyrido[2,3-d]pyrimidine). The yield is 4.0%. Reaction SMILES: [Cl:1][C:2]1[CH:9]=[CH:8][CH:7]=[CH:6][C:3]=1[CH:4]=O.[NH2:10][C:11]1[N:16]([CH3:17])[C:15](=[O:18])[N:14]([CH3:19])[C:13](=[O:20])[CH:12]=1.[CH3:21][C:22]1[N:23]([CH2:29][CH2:30][O:31][CH2:32][C:33](=O)[CH2:34][C:35]([O:37][CH3:38])=[O:36])[C:24]([CH3:28])=[C:25]([CH3:27])[N:26]=1>>[Cl:1][C:2]1[CH:9]=[CH:8][CH:7]=[CH:6][C:3]=1[CH:4]1[C:12]2[C:13](=[O:20])[N:14]([CH3:19])[C:15](=[O:18])[N:16]([CH3:17])[C:11]=2[NH:10][C:33]([CH2:32][O:31][CH2:30][CH2:29][N:23]2[C:24]([CH3:28])=[C:25]([CH3:27])[N:26]=[C:22]2[CH3:21])=[C:34]1[C:35]([O:37][CH3:38])=[O:36]. Procedure details: The title compound (210 mg) was prepared from 2-chlorobenzaldehyde (1.4 g), 6-amino-1,3-dimethyl-2,4-dioxopyrimidine (1.55 g) and methyl 4-[2-(2,4,5-trimethylimidazol-1-yl)ethoxy]-3-oxobutanoate (2.68 g) by the method of Example 1. M.p. 226°-228° C. Starting materials: C1COCCO1, O=C(Cl)OCc1ccccc1, NCCO, [Na+], [OH-]. Product: O=C(NCCO)OCc1ccccc1. As a reaction SMILES: [CH2:18]1[O:19][CH2:20][CH2:21][O:22][CH2:23]1.[Cl:5][C:6](=[O:7])[O:8][CH2:9][c:10]1[cH:11][cH:12][cH:13][cH:14][cH:15]1.[NH2:1][CH2:2][CH2:3][OH:4].[Na+:17].[OH-:16]>>[NH:1]([CH2:2][CH2:3][OH:4])[C:6](=[O:7])[O:8][CH2:9][c:10]1[cH:11][cH:12][cH:13][cH:14][cH:15]1. Starting materials: CC(=O)O, Cc1noc(C)c1S(=O)(=O)Nc1ccc(Cl)cc1, O, O=[N+]([O-])O. Product: Cc1noc(C)c1S(=O)(=O)Nc1ccc(Cl)cc1[N+](=O)[O-]. As a reaction SMILES: [CH3:24][C:25](=[O:26])[OH:27].[Cl:1][c:2]1[cH:3][cH:4][c:5]([NH:8][S:9](=[O:10])(=[O:11])[c:12]2[c:13]([CH3:18])[n:14][o:15][c:16]2[CH3:17])[cH:6][cH:7]1.[OH2:23].[OH:19][N+:20]([O-:21])=[O:22]>>[Cl:1][c:2]1[cH:3][cH:4][c:5]([NH:8][S:9](=[O:10])(=[O:11])[c:12]2[c:13]([CH3:18])[n:14][o:15][c:16]2[CH3:17])[c:6]([N+:20](=[O:19])[O-:21])[cH:7]1. Starting materials: [BH4-], CN(C)C=O, CC(C)=O, ClCCCBr, N#CSc1ccc(N)c([N+](=O)[O-])c1, [Na+], O. Yields the product Nc1ccc(SCCCCl)cc1[N+](=O)[O-]. RXN SMILES: [BH4-:19].[CH3:14][N:15]([CH3:16])[CH:17]=[O:18].[CH3:27][C:28](=[O:29])[CH3:30].[Cl:21][CH2:22][CH2:23][CH2:24][Br:25].[N+:1](=[O:2])([O-:3])[c:4]1[c:5]([NH2:6])[cH:7][cH:8][c:9]([S:11][C:12]#[N:13])[cH:10]1.[Na+:20].[OH2:26]>>[N+:1](=[O:2])([O-:3])[c:4]1[c:5]([NH2:6])[cH:7][cH:8][c:9]([S:11][CH2:12][CH2:23][CH2:22][Cl:21])[cH:10]1. Starting materials: ClC=1C=C2C(=C(C(C3(C2=CC1)CCCC3)=O)C(=O)OCC)O (ethyl 6′-chloro-4′-hydroxy-2′-oxo-spiro[cyclopentane-1,1′-naphthalen]-3′-carboxylate), Cl.C(C)(C)(C)OC(CN)=O (glycine tert-butyl ester hydrochloride), CCN(C(C)C)C(C)C (DIPEA). Run in O1CCOCC1 (dioxane). Run at temperature 85 celsius, time 4 hour. Yields the product ClC=1C=C2C(=C(C(C3(C2=CC1)CCCC3)=O)C(=O)NCC(=O)OC(C)(C)C)O (1,1-Dimethylethyl N-((6′-chloro-4′-hydroxy-2′-oxo-spiro[cyclopentane-1,1′-naphthalen]-3′-yl)carbonyl)glycinate). The yield is 98.6%. Reaction SMILES: [Cl:1][C:2]1[CH:3]=[C:4]2[C:9](=[CH:10][CH:11]=1)[C:8]1([CH2:15][CH2:14][CH2:13][CH2:12]1)[C:7](=[O:16])[C:6]([C:17](OCC)=[O:18])=[C:5]2[OH:22].Cl.[C:24]([O:28][C:29](=[O:32])[CH2:30][NH2:31])([CH3:27])([CH3:26])[CH3:25].CCN(C(C)C)C(C)C>O1CCOCC1>[Cl:1][C:2]1[CH:3]=[C:4]2[C:9](=[CH:10][CH:11]=1)[C:8]1([CH2:12][CH2:13][CH2:14][CH2:15]1)[C:7](=[O:16])[C:6]([C:17]([NH:31][CH2:30][C:29]([O:28][C:24]([CH3:27])([CH3:26])[CH3:25])=[O:32])=[O:18])=[C:5]2[OH:22] |f:1.2|. Procedure details: A mixture of ethyl 6′-chloro-4′-hydroxy-2′-oxo-spiro[cyclopentane-1,1′-naphthalen]-3′-carboxylate (0.66 g, 2 mmol) and glycine tert-butyl ester hydrochloride (0.5 g, 3 mmol) in 10 mL dioxane was treated with DIPEA (1 mL, 6 mmol). The mixture was warmed to 85° C. and stirred for 4 hours, M+1=406. The mixture was then cooled to room temperature and concentrated in vacuo. The crude product was purified by column chromatography eluting with 10-30% EtOAc hexane to give the title compound (0.8 g) as a... The reactants are C(C)(C)(C)[SiH2]OC(C1=CC(N(C=C1)C1=CC(=CC=C1)Cl)=O)(C)C (4-(tert-butyl-dimethyl-silanyloxymethyl)-1-(3-chlorophenyl)-1H-pyridin-2-one), teflon, N1=CC=CC=C1.F (hydrogen fluoride-pyridine), C(=O)([O-])OC(=O)[O-].[Na+].[Na+] (sodium dicarbonate). Run in C(C)#N (acetonitrile). Run at time 3 hour. Product: OCC1=CC(N(C=C1)C1=CC(=CC=C1)Cl)=O (4-Hydroxymethyl-1-(3-chlorophenyl)-1H-pyridin-2-one). As a reaction SMILES: C([SiH2][O:6][C:7](C)(C)[C:8]1[CH:13]=[CH:12][N:11]([C:14]2[CH:19]=[CH:18][CH:17]=[C:16]([Cl:20])[CH:15]=2)[C:10](=[O:21])[CH:9]=1)(C)(C)C.N1C=CC=CC=1.F.C(OC([O-])=O)([O-])=O.[Na+].[Na+]>C(#N)C>[OH:6][CH2:7][C:8]1[CH:13]=[CH:12][N:11]([C:14]2[CH:19]=[CH:18][CH:17]=[C:16]([Cl:20])[CH:15]=2)[C:10](=[O:21])[CH:9]=1 |f:1.2,3.4.5|. Reported procedure: To a solution of 4-(tert-butyl-dimethyl-silanyloxymethyl)-1-(3-chlorophenyl)-1H-pyridin-2-one (5.11 g, 14.6 mmol) in acetonitrile (75 ml) in a teflon beaker was added hydrogen fluoride-pyridine (2.5 ml, 87.5 mmol) and stirred for 3 hours. The reaction mixture was neutrallized with solid and aqueous sodium dicarbonate and then the solvent evaporated in vacuo. The resulting solid residue was extracted with EtOAc, dried (MgSO4), filtered and the solvent was evaporated in vacuo. This residue was chr... Reactants: SC1=NC=CC=C1 (2-mercaptopyridine), NCCCO (3-aminopropanol), Br (hydrobromic acid). Yields the product Br.Br.NCCCSC1=NC=CC=C1 (2-(3-aminopropylmercapto)pyridine dihydrobromide). Reaction SMILES: [SH:1][C:2]1[CH:7]=[CH:6][CH:5]=[CH:4][N:3]=1.[NH2:8][CH2:9][CH2:10][CH2:11]O.[BrH:13]>>[BrH:13].[BrH:13].[NH2:8][CH2:9][CH2:10][CH2:11][S:1][C:2]1[CH:7]=[CH:6][CH:5]=[CH:4][N:3]=1 |f:3.4.5|. Reported procedure: A solution of 2-mercaptopyridine (2.2 g.) and 3-aminopropanol (1.14 ml.) in hydrobromic acid (48%, 25 ml.) was heated under reflux for 25 hours. The reaction mixture was evaporated to dryness and the oily residual solid recrystallised twice from ethanol to give 2-(3-aminopropylmercapto)pyridine dihydrobromide (3.2 g.) m.p. 186°-188°. The reactants are C(C)OC(=O)C1=NOC(=N1)C(CC1=CC=CC=C1)NC(=O)OC(C)(C)C (5-(1-tert-Butoxycarbonylamino-2-phenylethyl)-[1,2,4]oxadiazole-3-carboxylic acid ethyl ester), Cl (hydrogen chloride). Run in C(C)(=O)OCC (ethyl acetate). Product: Cl.C(C)OC(=O)C1=NOC(=N1)C(CC1=CC=CC=C1)N (5-(1-Amino-2-phenylethyl)-[1,2,4]oxadiazole-3-carboxylic acid ethyl ester hydrochloride). RXN SMILES: [CH2:1]([O:3][C:4]([C:6]1[N:10]=[C:9]([CH:11]([NH:19]C(OC(C)(C)C)=O)[CH2:12][C:13]2[CH:18]=[CH:17][CH:16]=[CH:15][CH:14]=2)[O:8][N:7]=1)=[O:5])[CH3:2].[ClH:27]>C(OCC)(=O)C>[ClH:27].[CH2:1]([O:3][C:4]([C:6]1[N:10]=[C:9]([CH:11]([NH2:19])[CH2:12][C:13]2[CH:14]=[CH:15][CH:16]=[CH:17][CH:18]=2)[O:8][N:7]=1)=[O:5])[CH3:2] |f:3.4|. Reported procedure: 5-(1-tert-Butoxycarbonylamino-2-phenylethyl)-[1,2,4]oxadiazole-3-carboxylic acid ethyl ester (1.5 g, 4.2 mmol) was dissolved in a saturated solution of hydrogen chloride in ethyl acetate (40 ml). After 5 h at 20° C. the reaction mixture was concentrated in vacuo to give 1.2 g of (R) 5-(1-amino-2-phenylethyl)-[1,2,4]oxadiazole-3-carboxylic acid ethyl ester hydrochloride.